The task is: describe an organic reaction: reactants, conditions, products, and yield. This data is from the Open Reaction Database (ORD), a public repository of structured organic reaction records. Reactants: CC(C)(C)OC(=O)Nc1ccc(C#Cc2ccc(F)cc2)cc1NC(=O)CC(=O)c1cccc(-n2ccnn2)c1, ClCCl, O=C(O)C(F)(F)F. Product: O=C1CC(c2cccc(-n3ccnn3)c2)=Nc2ccc(C#Cc3ccc(F)cc3)cc2N1. Reaction SMILES: [C:1]([O:2][C:3](=[O:4])[NH:7][c:8]1[c:9]([NH:23][C:24]([CH2:25][C:26](=[O:5])[c:27]2[cH:28][c:29](-[n:33]3[n:34][n:35][cH:36][cH:37]3)[cH:30][cH:31][cH:32]2)=[O:39])[cH:10][c:11]([C:14]#[C:15][c:16]2[cH:17][cH:18][c:19]([F:22])[cH:20][cH:21]2)[cH:12][cH:13]1)([CH3:6])([CH3:38])[CH3:40].[Cl:48][CH2:49][Cl:50].[F:41][C:42]([F:43])([F:44])[C:45]([OH:46])=[O:47]>>[N:7]1=[C:26]([c:27]2[cH:28][c:29](-[n:33]3[n:34][n:35][cH:36][cH:37]3)[cH:30][cH:31][cH:32]2)[CH2:25][C:24](=[O:39])[NH:23][c:9]2[c:8]1[cH:13][cH:12][c:11]([C:14]#[C:15][c:16]1[cH:17][cH:18][c:19]([F:22])[cH:20][cH:21]1)[cH:10]2.